This data is from the Open Reaction Database (ORD), a public repository of structured organic reaction records. The task is: describe an organic reaction: reactants, conditions, products, and yield The reactants are [OH-].[Na+] (NaOH), C(C1=CC=CC=C1)=O (benzaldehyde), CC(=O)C (acetone). The solvent is CCO (EtOH). Reaction conditions: time 4 hour. Yields the product C1(=CC=CC=C1)\C=C\C(\C=C\C1=CC=CC=C1)=O ((1E,4E)-1,5-Diphenyl-penta-1,4-dien-3-one). Yield: 788.8%. RXN SMILES: [OH-].[Na+].[CH:3](=O)[C:4]1[CH:9]=[CH:8][CH:7]=[CH:6][CH:5]=1.[CH3:11][C:12]([CH3:14])=[O:13]>CCO>[C:4]1(/[CH:3]=[CH:11]/[C:12](=[O:13])/[CH:14]=[CH:3]/[C:4]2[CH:9]=[CH:8][CH:7]=[CH:6][CH:5]=2)[CH:9]=[CH:8][CH:7]=[CH:6][CH:5]=1 |f:0.1|. Procedure: A solution of aq. NaOH solution (2 N, 125 mL) in EtOH (250 mL) was added to a mixture of benzaldehyde (26.5 g, 25 mmol) in acetone (9.2 mL, 13 mmol). The reaction mixture was stirred for 4 h at ambient temperature and the resulting yellow precipitate was filtered, washed with H2O, recrystallized from EtOAc and dried in vacuo to obtain NW275 as a yellow solid (23.1 g, 79%). mp: 106-107° C. 1H NMR (250 MHz, CDCl3) δ (ppm): 7.78 (d, 3J=16.0 Hz, 2H, Hvin), 7.66-7.64 (m, 4H, HAr), 7.46-7.44 (m, 6H, H... Reactants: [OH-].[Na+] (sodium hydroxide), COC1=C(C=CC=C1)O (2-methoxyphenol), ClCCO (2-chloroethanol). Solvent: C(C)O (ethanol), C(C)O (ethanol). RXN SMILES: [CH3:1][O:2][C:3]1[CH:8]=[CH:7][CH:6]=[CH:5][C:4]=1[OH:9].[OH-].[Na+].Cl[CH2:13][CH2:14][OH:15]>C(O)C>[CH3:1][O:2][C:3]1[CH:8]=[CH:7][CH:6]=[CH:5][C:4]=1[O:9][CH2:13][CH2:14][OH:15] |f:1.2|. Yields the product COC1=C(OCCO)C=CC=C1 (2-(2-methoxyphenoxy)ethanol). Procedure details: A solution of 43.2 g (0.35 mole) of 2-methoxyphenol (guaiacol, Aldrich) in 200 ml of ethanol was stirred and treated with 29 ml (0.36 mole) of 50% sodium hydroxide solution. To this solution was added a solution of 28.2 g (0.35 mole) of 2-chloroethanol (Aldrich) in 50 ml of ethanol and the reaction mixture was heated at reflux for 2 hr. The solids were removed by filtration. The filtrate was evaporated under reduced pressure and the viscous residue was partitioned between 300 ml of 15% sodium hy... Yield: 41.6%. The reactants are ClC1=CC(=C(C=C1OC)N1C[C@@H](N(CC1)C(CN1N=C(C=2C1=NC=CC2)I)=O)C)F (1-[(S)-4-(4-Chloro-2-fluoro-5-methoxy-phenyl)-2-methyl-piperazin-1-yl]-2-(3-iodo-pyrazolo[3,4-b]pyridin-1-yl)-ethanone), C(#N)[Cu] (CuCN), CN(C)C=O (DMF). Solvent: C(C)(=O)OCC (ethyl acetate). Run at temperature 175 celsius, time 1 hour. Yields the product ClC1=CC(=C(C=C1OC)N1C[C@@H](N(CC1)C(CN1N=C(C=2C1=NC=CC2)C#N)=O)C)F (1-{2-[4-(4-Chloro-2-fluoro-5-methoxy-phenyl)-2-(S)-methyl-piperazin-1-yl]-2-oxo-ethyl}-1H-pyrazolo[3,4-b]pyridine-3-carbonitrile). Yield: 90.3%. Reaction SMILES: [Cl:1][C:2]1[C:7]([O:8][CH3:9])=[CH:6][C:5]([N:10]2[CH2:15][CH2:14][N:13]([C:16](=[O:28])[CH2:17][N:18]3[C:22]4=[N:23][CH:24]=[CH:25][CH:26]=[C:21]4[C:20](I)=[N:19]3)[C@@H:12]([CH3:29])[CH2:11]2)=[C:4]([F:30])[CH:3]=1.[C:31]([Cu])#[N:32].CN(C=O)C>C(OCC)(=O)C>[Cl:1][C:2]1[C:7]([O:8][CH3:9])=[CH:6][C:5]([N:10]2[CH2:15][CH2:14][N:13]([C:16](=[O:28])[CH2:17][N:18]3[C:22]4=[N:23][CH:24]=[CH:25][CH:26]=[C:21]4[C:20]([C:31]#[N:32])=[N:19]3)[C@@H:12]([CH3:29])[CH2:11]2)=[C:4]([F:30])[CH:3]=1. Procedure: A mixture of 1-[(S)-4-(4-Chloro-2-fluoro-5-methoxy-phenyl)-2-methyl-piperazin-1-yl]-2-(3-iodo-pyrazolo[3,4-b]pyridin-1-yl)-ethanone (2.2 g, 4.0 mmol, 1 eq), CuCN (3.6 g, 40 mmol, 10 eq), and DMF (25 ml) was stirred at 175° C. for 1 hrs. The reaction mixture was cooled to rt, diluted with ethyl acetate and filtered. The filtrate was washed with water, dried over Na2SO4, and purified by flash chromatography to provide 1-{2-[4-(4-Chloro-2-fluoro-5-methoxy-phenyl)-2-(S)-methyl-piperazin-1-yl]-2-oxo-...